This data is from the Open Reaction Database (ORD), a public repository of structured organic reaction records. The task is: describe an organic reaction: reactants, conditions, products, and yield The reactants are CCOC(=O)c1cc(C(C)=O)on1, O=C([O-])O, CN(C)OS(=O)(=O)[O-], ClCCl, [F-], [F-], [F-], [Na+]. Yields the product CCOC(=O)c1cc(C(C)(F)F)on1. RXN SMILES: [C:1]([CH3:2])(=[O:3])[c:4]1[cH:5][c:6]([C:9](=[O:10])[O:11][CH2:12][CH3:13])[n:7][o:8]1.[C:25](=[O:26])([O-:27])[OH:28].[CH3:17][N:18]([O:19][S:20]([O-:21])(=[O:22])=[O:23])[CH3:24].[Cl:30][CH2:31][Cl:32].[F-:14].[F-:15].[F-:16].[Na+:29]>>[C:1]([CH3:2])([c:4]1[cH:5][c:6]([C:9](=[O:10])[O:11][CH2:12][CH3:13])[n:7][o:8]1)([F:14])[F:15]. Reactants: NC1=CC=C(CO)C=C1 (p-aminobenzyl alcohol), N1=CC=CC=C1 (pyridine), C(CCCCCCCCCCCCC)OC1=CC=C(C(=O)Cl)C=C1 (4-tetradecyloxybenzoyl chloride). Run in C(Cl)Cl (methylene chloride), C(Cl)Cl (methylene chloride), C(Cl)(Cl)Cl (chloroform). Run at temperature 0 celsius, time 2 hour. Yields the product OCC1=CC=C(C=C1)NC(C1=CC=C(C=C1)OCCCCCCCCCCCCCC)=O (N-[4-(Hydroxymethyl)phenyl]-4-(tetradecyloxy)benzamide). Yield: 67.6%. Reaction SMILES: [NH2:1][C:2]1[CH:9]=[CH:8][C:5]([CH2:6][OH:7])=[CH:4][CH:3]=1.N1C=CC=CC=1.[CH2:16]([O:30][C:31]1[CH:39]=[CH:38][C:34]([C:35](Cl)=[O:36])=[CH:33][CH:32]=1)[CH2:17][CH2:18][CH2:19][CH2:20][CH2:21][CH2:22][CH2:23][CH2:24][CH2:25][CH2:26][CH2:27][CH2:28][CH3:29]>C(Cl)Cl.C(Cl)(Cl)Cl>[OH:7][CH2:6][C:5]1[CH:8]=[CH:9][C:2]([NH:1][C:35](=[O:36])[C:34]2[CH:33]=[CH:32][C:31]([O:30][CH2:16][CH2:17][CH2:18][CH2:19][CH2:20][CH2:21][CH2:22][CH2:23][CH2:24][CH2:25][CH2:26][CH2:27][CH2:28][CH3:29])=[CH:39][CH:38]=2)=[CH:3][CH:4]=1. Procedure: To a mixture of 9.75 g of p-aminobenzyl alcohol and 19.27 g of pyridine in 230 ml of methylene chloride cooled to 0° C. is added over 35 minutes a solution of 21.5 g of 4-tetradecyloxybenzoyl chloride in 230 ml of methylene chloride. The mixture is stirred at room temperature for 2 hours and diluted with chloroform. The mixture is heated to dissolve insolubles, washed with hot water and hot dilute hydrochloric acid then dried. The mixture is filtered hot and the solvent evaporated to a residue w...